This data is from the Open Reaction Database (ORD), a public repository of structured organic reaction records. The task is: describe an organic reaction: reactants, conditions, products, and yield Starting materials: O=C([O-])[O-], CCOC(C)=O, CN(C)C=O, O=[N+]([O-])c1ccc(Cl)nc1, [K+], [K+], Nc1cc(O)ccc1Cl. Yields the product Nc1cc(Oc2ccc([N+](=O)[O-])cn2)ccc1Cl. Reaction SMILES: [C:20](=[O:21])([O-:22])[O-:23].[CH3:26][CH2:27][O:28][C:29](=[O:30])[CH3:31].[CH3:32][N:33]([CH3:34])[CH:35]=[O:36].[Cl:1][c:2]1[n:3][cH:4][c:5]([N+:8](=[O:9])[O-:10])[cH:6][cH:7]1.[K+:24].[K+:25].[NH2:11][c:12]1[cH:13][c:14]([OH:19])[cH:15][cH:16][c:17]1[Cl:18]>>[c:2]1([O:19][c:14]2[cH:13][c:12]([NH2:11])[c:17]([Cl:18])[cH:16][cH:15]2)[n:3][cH:4][c:5]([N+:8](=[O:9])[O-:10])[cH:6][cH:7]1. Reactants: C1(=CC=CC=C1)C(O)(C1CCNCC1)C1=CC=CC=C1 (α,α-diphenyl-4-piperidinemethanol), C(C)(C)(C)C1=CC=C(C=C1)C(CCCCCl)=O (4'-tert-butyl-5-chlorovalerophenone), C([O-])(O)=O.[K+] (potassium bicarbonate), [I-].[K+] (potassium iodide). Solvent: C1(=CC=CC=C1)C (toluene). Product: Cl.C(C)(C)(C)C1=CC=C(C=C1)C(CCCCN1CCC(CC1)C(C1=CC=CC=C1)(C1=CC=CC=C1)O)=O (4'-tert-butyl-5-[4-(α-hydroxy-α-phenylbenzyl)piperidino]valerophenone hydrochloride). As a reaction SMILES: [C:1]1([C:7]([C:15]2[CH:20]=[CH:19][CH:18]=[CH:17][CH:16]=2)([CH:9]2[CH2:14][CH2:13][NH:12][CH2:11][CH2:10]2)[OH:8])[CH:6]=[CH:5][CH:4]=[CH:3][CH:2]=1.[C:21]([C:25]1[CH:30]=[CH:29][C:28]([C:31](=[O:37])[CH2:32][CH2:33][CH2:34][CH2:35][Cl:36])=[CH:27][CH:26]=1)([CH3:24])([CH3:23])[CH3:22].C(=O)(O)[O-].[K+].[I-].[K+]>C1(C)C=CC=CC=1>[ClH:36].[C:21]([C:25]1[CH:26]=[CH:27][C:28]([C:31](=[O:37])[CH2:32][CH2:33][CH2:34][CH2:35][N:12]2[CH2:13][CH2:14][CH:9]([C:7]([OH:8])([C:15]3[CH:20]=[CH:19][CH:18]=[CH:17][CH:16]=3)[C:1]3[CH:2]=[CH:3][CH:4]=[CH:5][CH:6]=3)[CH2:10][CH2:11]2)=[CH:29][CH:30]=1)([CH3:24])([CH3:23])[CH3:22] |f:2.3,4.5,7.8|. Procedure: A mixture of 32.0 g (0.12 mole) of α,α-diphenyl-4-piperidinemethanol, 38.0 g (0.15 mole) of 4'-tert-butyl-5-chlorovalerophenone, 27.8 g (0.2 mole) of potassium bicarbonate, and 200 mg of potassium iodide in about 500 ml of toluene is stirred and refluxed for 142 hours then filtered while hot. About 50 ml of ether is added to the filtrate which is then made acidic using ethereal HCl. The resulting precipitate is recrystallized from methanol-butanone to give 4'-tert-butyl-5-[4-(α-hydroxy-α-phenylb... Starting materials: CCOC(=O)C1C2C(O)CC(NC(=O)OC(C)(C)C)(C(=O)OCC)C12, CC(=O)OC(C)=O, CN(C)c1ccncc1, ClCCl, O=C(O)CC(O)(CC(=O)O)C(=O)O, c1ccncc1. The product is CCOC(=O)C1C2C(OC(C)=O)CC(NC(=O)OC(C)(C)C)(C(=O)OCC)C12. RXN SMILES: [CH2:1]([CH3:2])[O:3][C:4](=[O:5])[C:6]1([NH:18][C:19](=[O:20])[O:21][C:22]([CH3:23])([CH3:24])[CH3:25])[CH:7]2[CH:8]([C:13](=[O:14])[O:15][CH2:16][CH3:17])[CH:9]2[CH:10]([OH:12])[CH2:11]1.[CH3:32][C:33](=[O:34])[O:35][C:36](=[O:37])[CH3:38].[CH3:52][N:53]([c:54]1[cH:55][cH:56][n:57][cH:58][cH:59]1)[CH3:60].[Cl:61][CH2:62][Cl:63].[OH:39][C:40]([CH2:41][C:42]([C:43](=[O:44])[OH:45])([CH2:46][C:47](=[O:48])[OH:49])[OH:50])=[O:51].[cH:26]1[cH:27][cH:28][n:29][cH:30][cH:31]1>>[CH2:1]([CH3:2])[O:3][C:4](=[O:5])[C:6]1([NH:18][C:19](=[O:20])[O:21][C:22]([CH3:23])([CH3:24])[CH3:25])[CH:7]2[CH:8]([C:13](=[O:14])[O:15][CH2:16][CH3:17])[CH:9]2[CH:10]([O:12][C:33]([CH3:32])=[O:34])[CH2:11]1.